From a dataset of the Open Reaction Database (ORD), a public repository of structured organic reaction records. describe an organic reaction: reactants, conditions, products, and yield Reactants: BrC1C(N(CC1)C)=O (3-bromo-1-methyl-pyrrolidin-2-one), BrC1C(N(CC1)C)=O (3-bromo-1-methyl-pyrrolidin-2-one), OC=1C=C(C(=O)OC)C=C(C1)OCC1=CC=CC=C1 (Methyl 3-hydroxy-5-phenylmethoxy-benzoate), C([O-])([O-])=O.[K+].[K+] (potassium carbonate). Solvent: CN(C)C=O (DMF). Run at time 16 hour. Product: CN1C([C@H](CC1)OC=1C=C(C(=O)OC)C=C(C1)OCC1=CC=CC=C1)=O (Methyl 3-[(3S)-1-methyl-2-oxo-pyrrolidin-3-yl]oxy-5-phenylmethoxy-benzoate). Reaction SMILES: [OH:1][C:2]1[CH:3]=[C:4]([CH:9]=[C:10]([O:12][CH2:13][C:14]2[CH:19]=[CH:18][CH:17]=[CH:16][CH:15]=2)[CH:11]=1)[C:5]([O:7][CH3:8])=[O:6].Br[CH:21]1[CH2:25][CH2:24][N:23]([CH3:26])[C:22]1=[O:27].C(=O)([O-])[O-].[K+].[K+]>CN(C=O)C>[CH3:26][N:23]1[CH2:24][CH2:25][C@H:21]([O:1][C:2]2[CH:3]=[C:4]([CH:9]=[C:10]([O:12][CH2:13][C:14]3[CH:19]=[CH:18][CH:17]=[CH:16][CH:15]=3)[CH:11]=2)[C:5]([O:7][CH3:8])=[O:6])[C:22]1=[O:27] |f:2.3.4|. Procedure details: Methyl 3-hydroxy-5-phenylmethoxy-benzoate (CAS no. 54915-31-0) (10.3 g, 40 mmol) and 3-bromo-1-methyl-pyrrolidin-2-one (Intermediate 4) (8.54 g, 48 mmol) were dissolved in DMF, treated with potassium carbonate (12.1 g, 88 mmol) and stirred at room temperature for 16 hours and then at 50° C. for 3 hours. The DMF was evaporated under reduced pressure and the residue partitioned between ethyl acetate (100 mL) and water (30 mL). The organic layer was separated, washed with brine (30 mL), dried (MgSO... Starting materials: O=CO, N#Cc1nc(C(F)(F)F)ccc1Cn1nc2c(-c3ccncc3)c(-c3ccc(Cl)cc3)ccn2c1=O, O, O=[Pt]=O. The product is NCc1nc(C(F)(F)F)ccc1Cn1nc2c(-c3ccncc3)c(-c3ccc(Cl)cc3)ccn2c1=O. As a reaction SMILES: [CH:37]([OH:38])=[O:39].[Cl:1][c:2]1[cH:3][cH:4][c:5](-[c:8]2[c:9](-[c:31]3[cH:32][cH:33][n:34][cH:35][cH:36]3)[c:10]3[n:11]([cH:12][cH:13]2)[c:14](=[O:30])[n:15]([CH2:17][c:18]2[c:19]([C:28]#[N:29])[n:20][c:21]([C:24]([F:25])([F:26])[F:27])[cH:22][cH:23]2)[n:16]3)[cH:6][cH:7]1.[OH2:40].[Pt:41](=[O:42])=[O:43]>>[Cl:1][c:2]1[cH:3][cH:4][c:5](-[c:8]2[c:9](-[c:31]3[cH:32][cH:33][n:34][cH:35][cH:36]3)[c:10]3[n:11]([cH:12][cH:13]2)[c:14](=[O:30])[n:15]([CH2:17][c:18]2[c:19]([CH2:28][NH2:29])[n:20][c:21]([C:24]([F:25])([F:26])[F:27])[cH:22][cH:23]2)[n:16]3)[cH:6][cH:7]1. The reactants are O=C(COC(=O)C1CN(C1)C(=O)OCC1=CC=CC=C1)C (azetidine-1,3-dicarboxylic acid 1-benzyl ester 3-(2-oxo-propyl)ester), C(C)(=O)N (acetamide), B(F)(F)F.CCOCC (boron trifluoride etherate). The solvent is C=1(C(=CC=CC1)C)C (xylene). Conditions: temperature 130 celsius. Product: C(C1=CC=CC=C1)OC(=O)N1CC(C1)C=1OC=C(N1)C (3-(4-Methyl-oxazol-2-yl)-azetidine-1-carboxylic acid benzyl ester). Reaction SMILES: O=[C:2]([CH3:21])[CH2:3][O:4][C:5]([CH:7]1[CH2:10][N:9]([C:11]([O:13][CH2:14][C:15]2[CH:20]=[CH:19][CH:18]=[CH:17][CH:16]=2)=[O:12])[CH2:8]1)=O.C([NH2:25])(=O)C.B(F)(F)F.CCOCC>C1(C)C(C)=CC=CC=1>[CH2:14]([O:13][C:11]([N:9]1[CH2:10][CH:7]([C:5]2[O:4][CH:3]=[C:2]([CH3:21])[N:25]=2)[CH2:8]1)=[O:12])[C:15]1[CH:20]=[CH:19][CH:18]=[CH:17][CH:16]=1 |f:2.3|. Procedure details: To 130 mg (0.45 mmol) azetidine-1,3-dicarboxylic acid 1-benzyl ester 3-(2-oxo-propyl)ester in 4 mL xylene were added 132 mg (2.25 mmol) acetamide, 39 μL (0.31 mmol) boron trifluoride etherate and the mixture was heated at 130° C. for 24 hours. After cooling to room temperature and evaporation of the solvent the product was purified by chromatography (silica, hexane-EtOAc 6:4). Starting materials: C1CC(NC2CCC3=C(C12)C=CC=C3)=O (hexahydrobenzo[f]quinolin-3-one), N (ammonia), ClC1=CC=C(C=C1)CC(=O)O (p-chlorophenylacetic acid), CN (methylamine). Solvent: CC(C)O (2-propanol), C(CO)O (ethylene glycol). The product is CN1C(CC[C@@]2(C3=C(CC=C12)C=C(C=C3)Cl)C)=O ((R)(+)-4-methyl-8-chloro-10b-methyl-1,2,3,4,6,10b-hexahydro-benzo[f]quinolin-3-one), CN1C(CC[C@@]2(C3=C(CC[C@@H]12)C=C(C=C3)Cl)C)=O ((R)(+)-trans-4-methyl-8-chloro-10b-methyl-1,2,3,4,4a,5,6,10b-octahydrobenzo[f]quinolin-3-one). As a reaction SMILES: [Cl:1][C:2]1[CH:7]=[CH:6][C:5]([CH2:8][C:9](O)=O)=[CH:4][CH:3]=1.[CH3:12]N.N.[CH2:15]1[CH:24]2[CH:19](CCC3C=CC=C[C:23]=32)[NH:18][C:17](=[O:29])[CH2:16]1>C(O)CO.CC(O)C>[CH3:12][N:18]1[C:19]2[C@@:8]([CH3:9])([C:5]3[CH:4]=[CH:3][C:2]([Cl:1])=[CH:7][C:6]=3[CH2:23][CH:24]=2)[CH2:15][CH2:16][C:17]1=[O:29].[CH3:12][N:18]1[C@H:19]2[C@@:8]([CH3:9])([C:5]3[CH:4]=[CH:3][C:2]([Cl:1])=[CH:7][C:6]=3[CH2:23][CH2:24]2)[CH2:15][CH2:16][C:17]1=[O:29]. Procedure details: By following the procedures described in Example 40, Steps A, B, C, D, E and F using p-chlorophenylacetic acid as the starting material and in Step F using methylamine rather than ammonia and 2-propanol rather than ethylene glycol, the compound (R)(+)-4-methyl-8-chloro-10b-methyl-1,2,3,4,6,10b-hexahydro-benzo[f]quinolin-3-one was prepared. This hexahydrobenzo[f]quinolin-3-one was reduced according to the procedure described in Example 40, Step G. The crude product was purified by chromatography ... Starting materials: C(C)(C)N1N=CN=C1C=1SC=2CCOC3=C(C2N1)C=CC(=C3)C=O (2-(2-isopropyl-2H-[1,2,4]triazol-3-yl)-4,5-dihydro-6-oxa-3-thia-1-aza-benzo[e]azulene-8-carbaldehyde), C(O)CN (ethanolamine). Yields the product C(C)(C)N1N=CN=C1C=1SC=2CCOC3=C(C2N1)C=CC(=C3)CNCCO (2-{[2-(2-Isopropyl-2H-[1,2,4]triazol-3-yl)-4,5-dihydro-6-oxa-3-thia-1-aza-benzo[e]azulen-8-ylmethyl]-amino}-ethanol). As a reaction SMILES: [CH:1]([N:4]1[C:8]([C:9]2[S:10][C:11]3[CH2:12][CH2:13][O:14][C:15]4[CH:22]=[C:21]([CH:23]=O)[CH:20]=[CH:19][C:16]=4[C:17]=3[N:18]=2)=[N:7][CH:6]=[N:5]1)([CH3:3])[CH3:2].[CH2:25]([CH2:27][NH2:28])[OH:26]>>[CH:1]([N:4]1[C:8]([C:9]2[S:10][C:11]3[CH2:12][CH2:13][O:14][C:15]4[CH:22]=[C:21]([CH2:23][NH:28][CH2:27][CH2:25][OH:26])[CH:20]=[CH:19][C:16]=4[C:17]=3[N:18]=2)=[N:7][CH:6]=[N:5]1)([CH3:2])[CH3:3]. Procedure details: Following the procedure for 212, 2-(2-isopropyl-2H-[1,2,4]triazol-3-yl)-4,5-dihydro-6-oxa-3-thia-1-aza-benzo[e]azulene-8-carbaldehyde and ethanolamine were reacted to give 285 isolated as a pale yellow solid (131 mg, 47%). LCMS: RT=6.85 min, [M+H]+=386. 1H NMR δ (ppm) (CDCl3): 8.31 (1H, d, J=8.11 Hz), 7.89 (1H, s), 7.12 (1H, d, J=8.19 Hz), 7.02 (1H, s), 5.93-5.82 (1H, m), 4.37 (2H, t, J=5.06 Hz), 3.81 (2H, s), 3.66 (2H, t, J=5.12 Hz), 3.38 (2H, t, J=5.06 Hz), 2.81 (2H, t, J=5.11 Hz), 1.60 (6H, d...